Dataset: the Open Reaction Database (ORD), a public repository of structured organic reaction records. Task: describe an organic reaction: reactants, conditions, products, and yield Yields the product CC(O)c1cnc(-c2[nH]c(C(CC3CCOCC3)c3ccc(S(=O)(=O)C4CC4)cc3)cc2Cl)s1. The reactants are CCOC(C)=O, CC(O)c1cnc(-c2ccc(C(CC3CCOCC3)c3ccc(S(=O)(=O)C4CC4)cc3)[nH]2)s1, O=C1CCC(=O)N1Cl, C1CCOC1. As a reaction SMILES: [CH3:47][CH2:48][O:49][C:50](=[O:51])[CH3:52].[CH:1]1([S:4](=[O:5])(=[O:6])[c:7]2[cH:8][cH:9][c:10]([CH:13]([CH2:14][CH:15]3[CH2:16][CH2:17][O:18][CH2:19][CH2:20]3)[c:21]3[cH:22][cH:23][c:24](-[c:26]4[s:27][c:28]([CH:31]([CH3:32])[OH:33])[cH:29][n:30]4)[nH:25]3)[cH:11][cH:12]2)[CH2:2][CH2:3]1.[Cl:34][N:35]1[C:36](=[O:37])[CH2:38][CH2:39][C:40]1=[O:41].[O:42]1[CH2:43][CH2:44][CH2:45][CH2:46]1>>[CH:1]1([S:4](=[O:5])(=[O:6])[c:7]2[cH:8][cH:9][c:10]([CH:13]([CH2:14][CH:15]3[CH2:16][CH2:17][O:18][CH2:19][CH2:20]3)[c:21]3[cH:22][c:23]([Cl:34])[c:24](-[c:26]4[s:27][c:28]([CH:31]([CH3:32])[OH:33])[cH:29][n:30]4)[nH:25]3)[cH:11][cH:12]2)[CH2:2][CH2:3]1. The reactants are O.O.[Sn](Cl)Cl (tin (II) chloride dihydrate), C(C)OC(=O)C=1N(C(=C(C1C1=CC=C(C=C1)C1=NC=CC=C1[N+](=O)[O-])C#N)CC)C (3-[4-(3-nitro-pyridin-2-yl)-phenyl]-4-cyano-5-ethyl-1-methyl-1H-pyrrole-2-carboxylic acid ethyl ester). The solvent is C(C)O (ethanol). Conditions: temperature 90 celsius. The product is C(C)OC(=O)C=1N(C(=C(C1C1=CC=C(C=C1)C1=NC=CC=C1N)C#N)CC)C (3-[4-(3-amino-pyridin-2-yl)-phenyl]-4-cyano-5-ethyl-1-methyl-1H-pyrrole-2-carboxylic acid ethyl ester). Yield: 60.1%. RXN SMILES: O.O.[Sn](Cl)Cl.[CH2:6]([O:8][C:9]([C:11]1[N:12]([CH3:35])[C:13]([CH2:33][CH3:34])=[C:14]([C:31]#[N:32])[C:15]=1[C:16]1[CH:21]=[CH:20][C:19]([C:22]2[C:27]([N+:28]([O-])=O)=[CH:26][CH:25]=[CH:24][N:23]=2)=[CH:18][CH:17]=1)=[O:10])[CH3:7]>C(O)C>[CH2:6]([O:8][C:9]([C:11]1[N:12]([CH3:35])[C:13]([CH2:33][CH3:34])=[C:14]([C:31]#[N:32])[C:15]=1[C:16]1[CH:17]=[CH:18][C:19]([C:22]2[C:27]([NH2:28])=[CH:26][CH:25]=[CH:24][N:23]=2)=[CH:20][CH:21]=1)=[O:10])[CH3:7] |f:0.1.2|. Procedure details: Add tin (II) chloride dihydrate (669 mg, 3.54 mmol) into a solution of 3-[4-(3-nitro-pyridin-2-yl)-phenyl]-4-cyano-5-ethyl-1-methyl-1H-pyrrole-2-carboxylic acid ethyl ester (275 mg, 0.681 mmol, prepared in example E-38) in ethanol. Heat the mixture at 90° C. for 3 hours. Concentrate the reaction to remove ethanol. Dilute the residue with methylene chloride and H2O. Adjust the pH to 8 by adding saturated aqueous NaHCO3 solution. Extract with methylene chloride (2×30 mL) and EtOAc (2×30 mL). Combi...